This data is from the Open Reaction Database (ORD), a public repository of structured organic reaction records. The task is: describe an organic reaction: reactants, conditions, products, and yield Starting materials: CC(C)Cc1ncc(-c2c(O)cccc2Cl)o1, COc1cc(OC)nc(S(C)(=O)=O)n1, O=S(=O)([O-])[O-], CN(C)C=O, O. The product is COc1cc(OC)nc(Oc2cccc(Cl)c2-c2cnc(CC(C)C)o2)n1. RXN SMILES: [CH2:6]([CH:7]([CH3:8])[CH3:9])[c:10]1[o:11][c:12](-[c:15]2[c:16]([Cl:22])[cH:17][cH:18][cH:19][c:20]2[OH:21])[cH:13][n:14]1.[CH3:23][S:24](=[O:25])(=[O:26])[c:27]1[n:28][c:29]([O:35][CH3:36])[cH:30][c:31]([O:33][CH3:34])[n:32]1.[O-:37][S:38](=[O:39])(=[O:40])[O-:41].[O:1]=[CH:2][N:3]([CH3:4])[CH3:5].[OH2:42]>>[CH2:6]([CH:7]([CH3:8])[CH3:9])[c:10]1[o:11][c:12](-[c:15]2[c:16]([Cl:22])[cH:17][cH:18][cH:19][c:20]2[O:21][c:27]2[n:28][c:29]([O:35][CH3:36])[cH:30][c:31]([O:33][CH3:34])[n:32]2)[cH:13][n:14]1. Reported procedure: Anhydrous potassium carbonate (4.7 g) is added to a solution of terephthalaldehydic acid (5.1 g) in anhydrous dimethylformamide (110 ml), and the mixture is stirred at room temperature for 10 minutes. Then, methyl iodide (2.5 ml) is added thereto, and the mixture is stirred overnight. Water is added to the reaction mixture, and the whole is extracted with ethyl acetate. The organic layer is washed with water and saturated brine successively, dried over anhydrous sodium sulfate and concentrated u... Run at time 10 minute. Yields the product C(=O)C1=CC=C(C(=O)OC)C=C1 (methyl 4-formylbenzoate). Reactants: O (Water), C([O-])([O-])=O.[K+].[K+] (potassium carbonate), C(C1=CC=C(C=O)C=C1)(=O)O (terephthalaldehydic acid), CI (methyl iodide). As a reaction SMILES: [C:1](=O)([O-])[O-].[K+].[K+].[C:7]([OH:17])(=[O:16])[C:8]1[CH:15]=[CH:14][C:11]([CH:12]=[O:13])=[CH:10][CH:9]=1.CI.O>CN(C)C=O>[CH:12]([C:11]1[CH:14]=[CH:15][C:8]([C:7]([O:17][CH3:1])=[O:16])=[CH:9][CH:10]=1)=[O:13] |f:0.1.2|. The yield is 84.3%. The solvent is CN(C=O)C (dimethylformamide). The reactants are S(=O)=NC=1C=C(C(=O)NC2=C(C=C(C=C2C)C(C(F)(F)F)(C(F)(F)F)F)CC)C=CC1 (3-sulfinylamino-N-[2-ethyl-6-methyl-4-(1,2,2,2-tetrafluoro-1-trifluoromethyl-ethyl)-phenyl]-benzamide), Cl (hydrochloric acid). Run in O1CCCC1 (tetrahydrofuran), ClCCl (dichloromethane). Reaction conditions: temperature 25 celsius, time 30 minute. The product is NC=1C=C(C(=O)NC2=C(C=C(C=C2C)C(C(F)(F)F)(C(F)(F)F)F)CC)C=CC1 (3-amino-N-[2-ethyl-6-methyl-4-(1,2,2,2-tetrafluoro-1-trifluoromethyl-ethyl)-phenyl]-benzamide). RXN SMILES: S(=[N:3][C:4]1[CH:5]=[C:6]([CH:29]=[CH:30][CH:31]=1)[C:7]([NH:9][C:10]1[C:15]([CH3:16])=[CH:14][C:13]([C:17]([F:26])([C:22]([F:25])([F:24])[F:23])[C:18]([F:21])([F:20])[F:19])=[CH:12][C:11]=1[CH2:27][CH3:28])=[O:8])=O.Cl>ClCCl.O1CCCC1>[NH2:3][C:4]1[CH:5]=[C:6]([CH:29]=[CH:30][CH:31]=1)[C:7]([NH:9][C:10]1[C:15]([CH3:16])=[CH:14][C:13]([C:17]([F:26])([C:22]([F:23])([F:24])[F:25])[C:18]([F:19])([F:20])[F:21])=[CH:12][C:11]=1[CH2:27][CH3:28])=[O:8]. Reported procedure: A solution of 3-sulfinylamino-N-[2-ethyl-6-methyl-4-(1,2,2,2-tetrafluoro-1-trifluoromethyl-ethyl)-phenyl]-benzamide (0.111 g, 0.237 mmol) (for example, Example 2.1) in dichloromethane (2 ml) and tetrahydrofuran (2 ml) was treated with aqueous hydrochloric acid (2N) (1 ml) and stirred at 25° C. for 30 minutes. The organic solvents were removed from the reaction mixture under reduced pressure. The residue was neutralized with aqueous sodium hydrogen carbonate (saturated) and was extracted with dic... The reactants are C(C1=CC=CC=C1)N1CC(OCC1)CC12C3=CC=CC=C3C(C=3C=CC=CC13)C2 (9-(4-benzyl-2-morpholinylmethyl)-9,10-dihydro-9,10-methanoanthracene), C(OCCCl)([O-])=O (chloroethyl carbonate). The solvent is C1(=CC=CC=C1)C (toluene). The product is C(C)OC(=O)N1CC(OCC1)CC12C3=CC=CC=C3C(C=3C=CC=CC13)C2 (9-(4-ethoxycarbonyl-2-morpholinylmethyl)-9,10-dihydro-9,10-methanoanthracene). Reaction SMILES: C([N:8]1[CH2:13][CH2:12][O:11][CH:10]([CH2:14][C:15]23[CH2:29][CH:22]([C:23]4[CH:24]=[CH:25][CH:26]=[CH:27][C:28]=42)[C:21]2[C:16]3=[CH:17][CH:18]=[CH:19][CH:20]=2)[CH2:9]1)C1C=CC=CC=1.[C:30](=[O:36])([O-])[O:31][CH2:32][CH2:33]Cl>C1(C)C=CC=CC=1>[CH2:32]([O:31][C:30]([N:8]1[CH2:13][CH2:12][O:11][CH:10]([CH2:14][C:15]23[CH2:29][CH:22]([C:23]4[CH:24]=[CH:25][CH:26]=[CH:27][C:28]=42)[C:21]2[C:16]3=[CH:17][CH:18]=[CH:19][CH:20]=2)[CH2:9]1)=[O:36])[CH3:33]. Procedure: A solution of 9-(4-benzyl-2-morpholinylmethyl)-9,10-dihydro-9,10-methanoanthracene (590 mg) and chloroethyl carbonate (671 mg) in dry toluene was refluxed for 3 hours. The reaction solution was washed with water, dried over anhydrous sodium sulfate and evaporated to dryness to give 9-(4-ethoxycarbonyl-2-morpholinylmethyl)-9,10-dihydro-9,10-methanoanthracene, M.P. 143° - 144.5° C. The reactants are CCCCCCCCCN(CC(C)(C)C)C(=O)NC1CCCCC1O, CCCCCCCCCNCC(C)(C)C, CCCCCCCCCCNC(C)C. Product: CCCCCCCCCCN(C(=O)NC1CCCCC1O)C(C)C. As a reaction SMILES: [CH2:1]([N:2]([CH2:3][CH2:4][CH2:5][CH2:6][CH2:17][CH2:18][CH2:19][CH2:20][CH3:21])[C:7]([NH:8][CH:9]1[CH:10]([OH:15])[CH2:11][CH2:12][CH2:13][CH2:14]1)=[O:16])[C:22]([CH3:23])([CH3:24])[CH3:25].[CH2:26]([NH:27][CH2:28][CH2:29][CH2:30][CH2:31][CH2:32][CH2:33][CH2:34][CH2:35][CH3:36])[C:37]([CH3:38])([CH3:39])[CH3:40].[CH2:41]([CH2:42][CH2:43][CH2:44][CH2:45][CH2:46][CH2:47][CH2:48][CH2:49][CH3:50])[NH:51][CH:52]([CH3:53])[CH3:54]>>[C:7]([NH:8][CH:9]1[CH:10]([OH:15])[CH2:11][CH2:12][CH2:13][CH2:14]1)(=[O:16])[N:51]([CH2:41][CH2:42][CH2:43][CH2:44][CH2:45][CH2:46][CH2:47][CH2:48][CH2:49][CH3:50])[CH:52]([CH3:53])[CH3:54]. Yield: 258.2%. Yields the product FC(C=1C=C(CN(CC2=C(C=NC=C2)C2=C(C=CC=C2)C)C)C=C(C1)C(F)(F)F)(F)F ((3,5-Bis-trifluoromethyl-benzyl)-methyl-(3-o-tolyl-pyridin-4-ylmethyl)-amine). Run at temperature 60 celsius, time 16 hour. Reactants: FC(C=1C=C(CN(C(C2=C(C=NC=C2)C2=C(C=CC=C2)C)=O)C)C=C(C1)C(F)(F)F)(F)F (N-(3,5-bis-trifluoromethyl-benzyl)-N-methyl-3-o-tolyl-isonicotinamide), solution, Cl (HCl), [OH-].[Na+] (sodium hydroxide), C(C)(=O)OCC (ethyl acetate). Run in O1CCCC1 (tetrahydrofuran), O1CCCC1 (tetrahydrofuran), CCOCC (ether). Procedure details: To a solution of 0.12 g (0.265 mmol) N-(3,5-bis-trifluoromethyl-benzyl)-N-methyl-3-o-tolyl-isonicotinamide in 3 ml tetrahydrofuran 1.6 ml of a 1M solution of BH3 in tetrahydrofuran was added and the reaction mixture stirred for 16 h at 60° C. After addition of 2 ml 3M HCl in ether the reaction mixture was stirred for 3 h at 60° C. The solution was cooled to room temperature and 5 ml 3N sodium hydroxide solution and 10 ml ethyl acetate were added. Stirring was continued for ½ h, the phases separa... Reaction SMILES: [F:1][C:2]([F:32])([F:31])[C:3]1[CH:4]=[C:5]([CH:24]=[C:25]([C:27]([F:30])([F:29])[F:28])[CH:26]=1)[CH2:6][N:7]([CH3:23])[C:8](=O)[C:9]1[CH:14]=[CH:13][N:12]=[CH:11][C:10]=1[C:15]1[CH:20]=[CH:19][CH:18]=[CH:17][C:16]=1[CH3:21].Cl.[OH-].[Na+].C(OCC)(=O)C>O1CCCC1.CCOCC>[F:29][C:27]([F:28])([F:30])[C:25]1[CH:24]=[C:5]([CH:4]=[C:3]([C:2]([F:32])([F:31])[F:1])[CH:26]=1)[CH2:6][N:7]([CH3:23])[CH2:8][C:9]1[CH:14]=[CH:13][N:12]=[CH:11][C:10]=1[C:15]1[CH:20]=[CH:19][CH:18]=[CH:17][C:16]=1[CH3:21] |f:2.3|.